Dataset: the Open Reaction Database (ORD), a public repository of structured organic reaction records. Task: describe an organic reaction: reactants, conditions, products, and yield Starting materials: Br, COCCn1c(=N)sc2cc(F)ccc21, O=C(Cl)CC1CCOCC1. Yields the product COCCn1c(=NC(=O)CC2CCOCC2)sc2cc(F)ccc21. Reaction SMILES: [BrH:1].[F:2][c:3]1[cH:4][c:5]2[c:6]([n:7]([CH2:11][CH2:12][O:13][CH3:14])[c:8](=[NH:10])[s:9]2)[cH:15][cH:16]1.[O:17]1[CH2:18][CH2:19][CH:20]([CH2:23][C:24](=[O:25])[Cl:26])[CH2:21][CH2:22]1>>[F:2][c:3]1[cH:4][c:5]2[c:6]([n:7]([CH2:11][CH2:12][O:13][CH3:14])[c:8](=[N:10][C:24]([CH2:23][CH:20]3[CH2:19][CH2:18][O:17][CH2:22][CH2:21]3)=[O:25])[s:9]2)[cH:15][cH:16]1. Starting materials: CCc1sc(C(=O)OC)cc1-c1c(C)cnn1C, [Na+], C1CCOC1, [OH-]. Yields the product CCc1sc(C(=O)O)cc1-c1c(C)cnn1C. As a reaction SMILES: [CH3:1][n:2]1[n:3][cH:4][c:5]([CH3:18])[c:6]1-[c:7]1[cH:8][c:9]([C:14](=[O:15])[O:16][CH3:17])[s:10][c:11]1[CH2:12][CH3:13].[Na+:20].[O:21]1[CH2:22][CH2:23][CH2:24][CH2:25]1.[OH-:19]>>[CH3:1][n:2]1[n:3][cH:4][c:5]([CH3:18])[c:6]1-[c:7]1[cH:8][c:9]([C:14](=[O:15])[OH:16])[s:10][c:11]1[CH2:12][CH3:13]. Reactants: CC(C)(C)O, CCOC(=O)c1nc(Cl)c2ccccc2n1, Cc1[nH]c(C(=O)NC2CC[NH2+]CC2)c(Cl)c1Cl, O=C([O-])C(F)(F)F, [K+], [K+], O=C([O-])[O-]. The product is CCOC(=O)c1nc(N2CCC(NC(=O)c3[nH]c(C)c(Cl)c3Cl)CC2)c2ccccc2n1. As a reaction SMILES: [CH3:47][C:48]([OH:49])([CH3:50])[CH3:51].[Cl:1][c:2]1[n:3][c:4]([C:12](=[O:13])[O:14][CH2:15][CH3:16])[n:5][c:6]2[cH:7][cH:8][cH:9][cH:10][c:11]12.[Cl:24][c:25]1[c:26]([C:32](=[O:33])[NH:34][CH:35]2[CH2:36][CH2:37][NH2+:38][CH2:39][CH2:40]2)[nH:27][c:28]([CH3:31])[c:29]1[Cl:30].[F:17][C:18]([F:19])([F:20])[C:21]([O-:22])=[O:23].[K+:41].[K+:42].[O-:43][C:44]([O-:45])=[O:46]>>[c:2]1([N:38]2[CH2:37][CH2:36][CH:35]([NH:34][C:32]([c:26]3[c:25]([Cl:24])[c:29]([Cl:30])[c:28]([CH3:31])[nH:27]3)=[O:33])[CH2:40][CH2:39]2)[n:3][c:4]([C:12](=[O:13])[O:14][CH2:15][CH3:16])[n:5][c:6]2[cH:7][cH:8][cH:9][cH:10][c:11]12. The solvent is S(O)(O)(=O)=O (sulfuric acid), S(O)(O)(=O)=O (sulfuric acid). Procedure details: A solution of 10.5 g of 6-chloro-3,4-dihydro-4-methyl-3-oxo-N-(3-quinuclidinyl)-2H-1,4-benzoxazine-8-carboxamide in 50 ml of concentrated sulfuric acid is cooled to a temperature below 0° C., and a mixture of 1.5 ml of fuming nitric acid (d 1.50) and 1.5 ml of concentrated sulfuric acid is added dropwise thereto at a temperature below 5° C. The resultant mixture is stirred under ice-cooling for 1.5 hours and poured into ice-cold water. After extracting with ethyl acetate, the extract is washed w... Reaction SMILES: [Cl:1][C:2]1[CH:3]=[C:4]([C:14]([NH:16][CH:17]2[CH:22]3[CH2:23][CH2:24]N(CC3)C2)=[O:15])[C:5]2[O:10][CH2:9][C:8](=[O:11])[N:7]([CH3:12])[C:6]=2[CH:13]=1.[N+:25]([O-:28])(O)=[O:26]>S(=O)(=O)(O)O>[OH2:10].[ClH:1].[Cl:1][C:2]1[C:3]([N+:25]([O-:28])=[O:26])=[C:4]([C:14]([NH:16][CH:17]2[CH2:22][CH:23]3[CH2:24][CH2:8][N:7]2[CH2:6][CH2:5]3)=[O:15])[C:5]2[O:10][CH2:9][C:8](=[O:11])[N:7]([CH3:12])[C:6]=2[CH:13]=1.[Cl:1][C:2]1[C:3]([N+:25]([O-:28])=[O:26])=[C:4]([C:14]([NH:16][CH:17]2[CH2:22][CH:23]3[CH2:24][CH2:17][N:16]2[CH2:14][CH2:4]3)=[O:15])[C:5]2[O:10][CH2:9][C:8](=[O:11])[N:7]([CH3:12])[C:6]=2[CH:13]=1.[ClH:1] |f:3.4.5.6.7|. The reactants are [N+](=O)(O)[O-] (nitric acid), ClC=1C=C(C2=C(N(C(CO2)=O)C)C1)C(=O)NC1CN2CCC1CC2 (6-chloro-3,4-dihydro-4-methyl-3-oxo-N-(3-quinuclidinyl)-2H-1,4-benzoxazine-8-carboxamide), resultant mixture. Yields the product O.Cl.ClC=1C(=C(C2=C(N(C(CO2)=O)C)C1)C(=O)NC1N2CCC(C1)CC2)[N+](=O)[O-].ClC=2C(=C(C1=C(N(C(CO1)=O)C)C2)C(=O)NC2N1CCC(C2)CC1)[N+](=O)[O-].Cl (6-chloro-3,4-dihydro-4-methyl-7-nitro-3-oxo-N-(quinuclidinyl)-2H-1,4-benzoxazine-8-carboxamide hydrochloride hemihydrate).